This data is from the Open Reaction Database (ORD), a public repository of structured organic reaction records. The task is: describe an organic reaction: reactants, conditions, products, and yield The reactants are [Si](C)(C)(C(C)(C)C)OC(C(=O)OCC)CCCC (Ethyl 2-((tert-butyldimethylsilyl)oxy)hexanoate), COP(OC)(=O)CC(CC(CCC)O[Si](C)(C)C(C)(C)C)=O (Dimethyl(4-((tert-butyldimethylsilyl)oxy)-2-oxoheptyl)phosphonate). Product: COP(OC)(=O)CC(C(CCCC)O[Si](C)(C)C(C)(C)C)=O (Dimethyl(3-((tert-butyldimethylsilyl)oxy)-2-oxoheptyl)phosphonate). Yield: 61.0%. As a reaction SMILES: [Si:1]([O:8][CH:9]([CH2:15][CH2:16][CH2:17][CH3:18])[C:10]([O:12]CC)=O)([C:4]([CH3:7])([CH3:6])[CH3:5])([CH3:3])[CH3:2].[CH3:19][O:20][P:21]([CH2:25]C(=O)CC(O[Si](C(C)(C)C)(C)C)CCC)(=[O:24])[O:22][CH3:23]>>[CH3:19][O:20][P:21]([CH2:25][C:10](=[O:12])[CH:9]([O:8][Si:1]([C:4]([CH3:5])([CH3:6])[CH3:7])([CH3:2])[CH3:3])[CH2:15][CH2:16][CH2:17][CH3:18])(=[O:24])[O:22][CH3:23]. Procedure details: Dimethyl (3-((tert-butyldimethylsilyl)oxy)-2-oxoheptyl)phosphonate 6 (1.56 g) was prepared in 61% yield using compound 5 according to the procedures described for compound 3 (see Schemes 1 and 2). Starting materials: FC(C(=O)O)(F)F (Trifluoroacetic acid), C(C)(C)(C)OC(=O)N1CC=2N(C3=CC=CC=C3C2CC1)C (2-t-butoxycarbonyl-9-methyl-1,2,3,4-tetrahydropyrido[3,4-b]indole). The solvent is ClCCl (dichloromethane), ClCCl (dichloromethane). Conditions: time 3 hour. Yields the product CN1C2=C(C3=CC=CC=C13)CCNC2 (9-Methyl-1,2,3,4-tetrahydropyrido[3,4-b]indole). Reaction SMILES: FC(F)(F)C(O)=O.C(OC([N:15]1[CH2:27][CH2:26][C:25]2[C:24]3[C:19](=[CH:20][CH:21]=[CH:22][CH:23]=3)[N:18]([CH3:28])[C:17]=2[CH2:16]1)=O)(C)(C)C>ClCCl>[CH3:28][N:18]1[C:19]2[C:24](=[CH:23][CH:22]=[CH:21][CH:20]=2)[C:25]2[CH2:26][CH2:27][NH:15][CH2:16][C:17]1=2. Procedure: Trifluoroacetic acid (3.5 ml, 45.23 mmol) was added to a solution of 2-t-butoxycarbonyl-9-methyl-1,2,3,4-tetrahydropyrido[3,4-b]indole (1.848 g, 6.461 mmol) in dichloromethane (25 ml) and stirred at room temperature for 3 hours, diluted with dichloromethane (125 ml), washed with 2M sodium hydroxide (2×50 ml), water and dried (MgSO4). The magnesium sulfate was collected by filtration and the filtrate evaporated in vacuo to give the title product. The reactants are O=C([O-])[O-], CC#N, CN1COc2cc(F)ccc2C1=O, [K+], [K+], COC(=O)c1cc(O)cc(OC2CCN(C)C2=O)c1. Product: COC(=O)c1cc(Oc2ccc3c(c2)OCN(C)C3=O)cc(OC2CCN(C)C2=O)c1. RXN SMILES: [C:33](=[O:34])([O-:35])[O-:36].[CH3:39][C:40]#[N:41].[F:20][c:21]1[cH:22][cH:23][c:24]2[c:29]([cH:30]1)[O:28][CH2:27][N:26]([CH3:31])[C:25]2=[O:32].[K+:37].[K+:38].[OH:1][c:2]1[cH:3][c:4]([C:5](=[O:6])[O:7][CH3:8])[cH:9][c:10]([O:12][CH:13]2[C:14](=[O:19])[N:15]([CH3:18])[CH2:16][CH2:17]2)[cH:11]1>>[O:1]([c:2]1[cH:3][c:4]([C:5](=[O:6])[O:7][CH3:8])[cH:9][c:10]([O:12][CH:13]2[C:14](=[O:19])[N:15]([CH3:18])[CH2:16][CH2:17]2)[cH:11]1)[c:21]1[cH:22][cH:23][c:24]2[c:29]([cH:30]1)[O:28][CH2:27][N:26]([CH3:31])[C:25]2=[O:32]. Starting materials: [C@H]12[C@H](NC[C@@H]2C1)CNC(=O)C1=C(N=C2SC=CN21)C (6-Methyl-imidazo[2,1-b]thiazole-5-carboxylic acid[(1S,2S,5R)-1-(3-aza-bicyclo[3.1.0]hex-2-yl)methyl]-amide), FC=1C=C(C=CC1)C1=C(N=C(O1)C)C(=O)O (5-(3-Fluoro-phenyl)-2-methyl-oxazole-4-carboxylic acid). Yields the product FC=1C=C(C=CC1)C1=C(N=C(O1)C)C(=O)N1[C@@H]([C@H]2C[C@H]2C1)CNC(=O)C1=C(N=C2SC=CN21)C (6-Methyl-imidazo[2,1-b]thiazole-5-carboxylic acid{(1S,2S,5R)-3-[5-(3-fluoro-phenyl)-2-methyl-oxazole-4-carbonyl]-3-aza-bicyclo[3.1.0]hex-2-ylmethyl}-amide). Reaction SMILES: [C@H:1]12[CH2:6][C@H:5]1[CH2:4][NH:3][C@@H:2]2[CH2:7][NH:8][C:9]([C:11]1[N:18]2[C:14]([S:15][CH:16]=[CH:17]2)=[N:13][C:12]=1[CH3:19])=[O:10].[F:20][C:21]1[CH:22]=[C:23]([C:27]2[O:31][C:30]([CH3:32])=[N:29][C:28]=2[C:33](O)=[O:34])[CH:24]=[CH:25][CH:26]=1>>[F:20][C:21]1[CH:22]=[C:23]([C:27]2[O:31][C:30]([CH3:32])=[N:29][C:28]=2[C:33]([N:3]2[CH2:4][C@H:5]3[C@H:1]([CH2:6]3)[C@H:2]2[CH2:7][NH:8][C:9]([C:11]2[N:18]3[C:14]([S:15][CH:16]=[CH:17]3)=[N:13][C:12]=2[CH3:19])=[O:10])=[O:34])[CH:24]=[CH:25][CH:26]=1. Procedure: prepared by reaction of 6-Methyl-imidazo[2,1-b]thiazole-5-carboxylic acid[(1S,2S,5R)-1-(3-aza-bicyclo[3.1.0]hex-2-yl)methyl]-amide with 5-(3-Fluoro-phenyl)-2-methyl-oxazole-4-carboxylic acid. The product is C(C1=CC=CC=C1)OC1=CC=2C3=C(C=[N+](C2C=C1)[O-])N=C(N3CC(C)(O)C)COCC ((8-benzyloxy-2-ethoxymethyl-5-oxido-1H-imidazo[4,5-c]quinolin-1-yl)-2-methylpropan-2-ol). The reactants are C(C)(=O)OO (Peracetic acid), C(C1=CC=CC=C1)OC1=CC=2C3=C(C=NC2C=C1)N=C(N3CC(C)(O)C)COCC ((8-benzyloxy-2-ethoxymethyl-1H-imidazo[4,5-c]quinolin-1-yl)-2-methylpropan-2-ol). The yield is 72.7%. As a reaction SMILES: C(OO)(=[O:3])C.[CH2:6]([O:13][C:14]1[CH:23]=[CH:22][C:21]2[N:20]=[CH:19][C:18]3[N:24]=[C:25]([CH2:32][O:33][CH2:34][CH3:35])[N:26]([CH2:27][C:28]([CH3:31])([OH:30])[CH3:29])[C:17]=3[C:16]=2[CH:15]=1)[C:7]1[CH:12]=[CH:11][CH:10]=[CH:9][CH:8]=1>C(OCC)(=O)C>[CH2:6]([O:13][C:14]1[CH:23]=[CH:22][C:21]2[N+:20]([O-:3])=[CH:19][C:18]3[N:24]=[C:25]([CH2:32][O:33][CH2:34][CH3:35])[N:26]([CH2:27][C:28]([CH3:29])([OH:30])[CH3:31])[C:17]=3[C:16]=2[CH:15]=1)[C:7]1[CH:12]=[CH:11][CH:10]=[CH:9][CH:8]=1. Reaction conditions: time 2 day. Procedure: Peracetic acid (2.0 mL of 32% by weight in dilute acetic acid, 9.5 mmol) was added to a solution of (8-benzyloxy-2-ethoxymethyl-1H-imidazo[4,5-c]quinolin-1-yl)-2-methylpropan-2-ol (2.5 g, 6.2 mmol) in ethyl acetate (400 mL), and the reaction was stirred for two days at ambient temperature. The volatiles were removed under reduced pressure, and the residue was dissolved in dichloromethane. The resulting solution was washed with aqueous sodium bicarbonate and water, dried over magnesium sulfate, f... The solvent is C(C)(=O)OCC (ethyl acetate). The reactants are BrC1=CC=C(OC2=C(C(=O)O)C=CC=C2)C=C1 (2-(4-bromophenoxy)benzoic acid), C1=CC=CC=C1 (benzene). Solvent: C(C)O (ethanol), S(O)(O)(=O)=O (sulphuric acid). Yields the product C(C)OC(C1=C(C=CC=C1)OC1=CC=C(C=C1)Br)=O (2-(4-bromophenoxy)benzoic acid ethyl ester). Reaction SMILES: [Br:1][C:2]1[CH:17]=[CH:16][C:5]([O:6][C:7]2[CH:15]=[CH:14][CH:13]=[CH:12][C:8]=2[C:9]([OH:11])=[O:10])=[CH:4][CH:3]=1.[CH:18]1C=CC=C[CH:19]=1>C(O)C.S(=O)(=O)(O)O>[CH2:18]([O:10][C:9](=[O:11])[C:8]1[CH:12]=[CH:13][CH:14]=[CH:15][C:7]=1[O:6][C:5]1[CH:4]=[CH:3][C:2]([Br:1])=[CH:17][CH:16]=1)[CH3:19]. Procedure details: A mixture of 560.0 g of 2-(4-bromophenoxy)benzoic acid in 1940 ml of absolute benzene, 218 ml of absolute ethanol and 32.6 ml of concentrated sulphuric acid is boiled under reflux for 32 hours, the water that forms being removed in a water separator. The reaction mixture is cooled to 10° and, with the addition of ice, is washed with 1000 ml of water, 500 ml of a 2N aqueous sodium carbonate solution and then once more with 1000 ml of water. The organic phase is separated off, dried over magnesium... The reactants are [Br-], CC(C)(C)[O-], ClCCl, Cc1ccc(C=O)cc1I, [K+], C1COCCOCCOCCOCCOCCO1, [PH4+], CC1=C(C[P+](c2ccccc2)(c2ccccc2)c2ccccc2)C(C)(C)CCC1. Product: CC1=C(C=Cc2ccc(C)c(I)c2)C(C)(C)CCC1. As a reaction SMILES: [Br-:1].[CH3:49][C:50]([CH3:51])([O-:52])[CH3:53].[Cl:66][CH2:67][Cl:68].[I:55][c:56]1[cH:57][c:58]([CH:59]=[O:60])[cH:61][cH:62][c:63]1[CH3:64].[K+:54].[O:31]1[CH2:32][CH2:33][O:34][CH2:35][CH2:36][O:37][CH2:38][CH2:39][O:40][CH2:41][CH2:42][O:43][CH2:44][CH2:45][O:46][CH2:47][CH2:48]1.[PH4+:65].[c:2]1([P+:3]([c:4]2[cH:5][cH:6][cH:7][cH:8][cH:19]2)([CH2:9][C:10]2=[C:11]([CH3:18])[CH2:12][CH2:13][CH2:14][C:15]2([CH3:16])[CH3:17])[c:20]2[cH:21][cH:22][cH:23][cH:24][cH:25]2)[cH:26][cH:27][cH:28][cH:29][cH:30]1>>[CH:9]([C:10]1=[C:11]([CH3:18])[CH2:12][CH2:13][CH2:14][C:15]1([CH3:16])[CH3:17])=[CH:59][c:58]1[cH:57][c:56]([I:55])[c:63]([CH3:64])[cH:62][cH:61]1.